Dataset: the Open Reaction Database (ORD), a public repository of structured organic reaction records. Task: describe an organic reaction: reactants, conditions, products, and yield Reactants: NC=1C=C(OC2=C3C(=NC=C2)NC(N3)=O)C=CC1 (7-(3-aminophenoxy)-1H-imidazo[4,5-b]pyridin-2(3H)-one), C1(=CC=CC2=CC=CC=C12)S(=O)(=O)Cl (naphthalene-1-sulfonyl chloride). The product is O=C1NC=2C(=NC=CC2OC=2C=C(C=CC2)NS(=O)(=O)C2=CC=CC3=CC=CC=C23)N1 (N-(3-(2-oxo-2,3-dihydro-1H-imidazo[4,5-b]pyridin-7-yloxy)phenyl)naphthalene-1-sulfonamide). Isolated yield 57.0%. Reaction SMILES: [NH2:1][C:2]1[CH:3]=[C:4]([CH:16]=[CH:17][CH:18]=1)[O:5][C:6]1[CH:11]=[CH:10][N:9]=[C:8]2[NH:12][C:13](=[O:15])[NH:14][C:7]=12.[C:19]1([S:29](Cl)(=[O:31])=[O:30])[C:28]2[C:23](=[CH:24][CH:25]=[CH:26][CH:27]=2)[CH:22]=[CH:21][CH:20]=1>>[O:15]=[C:13]1[NH:12][C:8]2=[N:9][CH:10]=[CH:11][C:6]([O:5][C:4]3[CH:3]=[C:2]([NH:1][S:29]([C:19]4[C:28]5[C:23](=[CH:24][CH:25]=[CH:26][CH:27]=5)[CH:22]=[CH:21][CH:20]=4)(=[O:31])=[O:30])[CH:18]=[CH:17][CH:16]=3)=[C:7]2[NH:14]1. Procedure: Method K was used with 7-(3-aminophenoxy)-1H-imidazo[4,5-b]pyridin-2(3H)-one and naphthalene-1-sulfonyl chloride to afford the title compound as a brown solid (32 mg, 57%). 1H-NMR (δ, ppm, DMSO-d6): 6.09 (d, 1H, HPy,5, J=6.0 Hz), 6.68 (m, 2H, Harom), 6.87 (d, 1H, Harom, J=8.5 Hz), 7.20 (ps t, 1H, Harom, J=8.0 Hz), 7.60 (ps t, 1H, Harom, J=7.5 Hz), 7.65-7.73 (m, 3H, Harom+Py,6), 8.08 (d, 1H, Harom, J=8.0 Hz), 8.12 (d, 1H, Harom, J=7.5 Hz), 8.23 (d, 1H, Harom, J=8.5 Hz), 8.67 (d, 1H, Harom, J=8.5 ... The reactants are COCCC1(C(=O)N(C)C(Cc2ccc([N+](=O)[O-])cc2)C(=O)OC)CCCC1, CO, [Cl-], [NH4+], O, [Zn]. Product: COCCC1(C(=O)N(C)C(Cc2ccc(N)cc2)C(=O)OC)CCCC1. Reaction SMILES: [CH3:1][O:2][C:3]([CH:4]([N:5]([CH3:6])[C:7](=[O:8])[C:9]1([CH2:14][CH2:15][O:16][CH3:17])[CH2:10][CH2:11][CH2:12][CH2:13]1)[CH2:18][c:19]1[cH:20][cH:21][c:22]([N+:25]([O-:26])=[O:27])[cH:23][cH:24]1)=[O:28].[CH3:31][OH:32].[Cl-:29].[NH4+:30].[OH2:34].[Zn:33]>>[CH3:1][O:2][C:3]([CH:4]([N:5]([CH3:6])[C:7](=[O:8])[C:9]1([CH2:14][CH2:15][O:16][CH3:17])[CH2:10][CH2:11][CH2:12][CH2:13]1)[CH2:18][c:19]1[cH:20][cH:21][c:22]([NH2:25])[cH:23][cH:24]1)=[O:28]. The reactants are solid, Cl.Cl.Cl.O1CCC=2C(=NC=CC21)N2CCN(CC2)CC[C@@H]2CC[C@H](CC2)N (trans-4-{2-[4-(2,3-dihydrofuro[3,2-c]pyridin-4-yl)-piperazin-1-yl]-ethyl}-cyclohexanamine trihydrochloride), Cl.Cl.Cl.O1CCC=2C(=NC=CC21)N2CCN(CC2)CC[C@@H]2CC[C@H](CC2)N (trans-4-{2-[4-(2,3-dihydrofuro[3,2-c]pyridin-4-yl)-piperazin-1-yl]-ethyl}-cyclohexanamine trihydrochloride), OC1(CC1)C(=O)O (1-hydroxy-cyclopropanecarboxylic acid). Yields the product O1CCC=2C(=NC=CC21)N2CCN(CC2)CC[C@@H]2CC[C@H](CC2)NC(=O)C2(CC2)O (1-Hydroxy-cyclopropanecarboxylic acid trans-(4-{2-[4-(2,3-dihydro-furo[3,2-c]pyridin-4-yl)-piperazin-1-yl]-ethyl}-cyclohexyl)-amide). Reaction SMILES: Cl.Cl.Cl.[O:4]1[C:12]2[CH:11]=[CH:10][N:9]=[C:8]([N:13]3[CH2:18][CH2:17][N:16]([CH2:19][CH2:20][C@H:21]4[CH2:26][CH2:25][C@H:24]([NH2:27])[CH2:23][CH2:22]4)[CH2:15][CH2:14]3)[C:7]=2[CH2:6][CH2:5]1.[OH:28][C:29]1([C:32](O)=[O:33])[CH2:31][CH2:30]1>>[O:4]1[C:12]2[CH:11]=[CH:10][N:9]=[C:8]([N:13]3[CH2:18][CH2:17][N:16]([CH2:19][CH2:20][C@H:21]4[CH2:26][CH2:25][C@H:24]([NH:27][C:32]([C:29]5([OH:28])[CH2:31][CH2:30]5)=[O:33])[CH2:23][CH2:22]4)[CH2:15][CH2:14]3)[C:7]=2[CH2:6][CH2:5]1 |f:0.1.2.3|. Procedure: The title compound, off-white solid (41 mg, 40%), MS (ISP) m/z=415.4 [(M+H)+], mp 174.5° C., was prepared in accordance with the general method of example 32 from trans-4-{2-[4-(2,3-dihydrofuro[3,2-c]pyridin-4-yl)-piperazin-1-yl]-ethyl}-cyclohexanamine trihydrochloride (intermediate C) (110 mg, 0.25 mmol) and 1-hydroxy-cyclopropanecarboxylic acid. The reactants are COC(CC1=CC(=C(C=C1)OS(=O)(=O)C(F)(F)F)OC1=C(C=C(C=C1)[N+](=O)[O-])CSCC(F)(F)F)=O ({3-[4-Nitro-2-(2,2,2-trifluoro-ethylsulfanylmethyl)-phenoxy]-4-trifluoromethanesulfonyloxy-phenyl}-acetic acid methyl ester), CB1OB(OB(O1)C)C (trimethylboroxine), C([O-])([O-])=O.[K+].[K+] (potassium carbonate). The reagents and catalysts are C=1C=CC(=CC1)[P](C=2C=CC=CC2)(C=3C=CC=CC3)[Pd]([P](C=4C=CC=CC4)(C=5C=CC=CC5)C=6C=CC=CC6)([P](C=7C=CC=CC7)(C=8C=CC=CC8)C=9C=CC=CC9)[P](C=1C=CC=CC1)(C=1C=CC=CC1)C=1C=CC=CC1 (tetrakis(triphenylphosphine)palladium(0)). The solvent is COCCOC.O (DME H2O). Run at temperature 90 celsius, time 2 hour. The product is COC(CC1=CC(=C(C=C1)C)OC1=C(C=C(C=C1)[N+](=O)[O-])CSCC(F)(F)F)=O ({4-methyl-3-[4-nitro-2-(2,2,2-trifluoro-ethylsulfanylmethyl)-phenoxy]-phenyl}-acetic acid methyl ester). RXN SMILES: [CH3:1][O:2][C:3](=[O:36])[CH2:4][C:5]1[CH:10]=[CH:9][C:8](OS(C(F)(F)F)(=O)=O)=[C:7]([O:19][C:20]2[CH:25]=[CH:24][C:23]([N+:26]([O-:28])=[O:27])=[CH:22][C:21]=2[CH2:29][S:30][CH2:31][C:32]([F:35])([F:34])[F:33])[CH:6]=1.[CH3:37]B1OB(C)OB(C)O1.C(=O)([O-])[O-].[K+].[K+]>COCCOC.O.C1C=CC([P]([Pd]([P](C2C=CC=CC=2)(C2C=CC=CC=2)C2C=CC=CC=2)([P](C2C=CC=CC=2)(C2C=CC=CC=2)C2C=CC=CC=2)[P](C2C=CC=CC=2)(C2C=CC=CC=2)C2C=CC=CC=2)(C2C=CC=CC=2)C2C=CC=CC=2)=CC=1>[CH3:1][O:2][C:3](=[O:36])[CH2:4][C:5]1[CH:10]=[CH:9][C:8]([CH3:37])=[C:7]([O:19][C:20]2[CH:25]=[CH:24][C:23]([N+:26]([O-:28])=[O:27])=[CH:22][C:21]=2[CH2:29][S:30][CH2:31][C:32]([F:35])([F:33])[F:34])[CH:6]=1 |f:2.3.4,5.6,^1:62,64,83,102|. Reported procedure: {3-[4-Nitro-2-(2,2,2-trifluoro-ethylsulfanylmethyl)-phenoxy]-4-trifluoromethanesulfonyloxy-phenyl}-acetic acid methyl ester (0.20 g, 0.35 mmol), trimethylboroxine (0.07 mL, 0.53 mmol), potassium carbonate (0.123 g, 0.89 mmol), and tetrakis(triphenylphosphine)palladium(0) (0.041 g, 0.035 mmol) were combined in DME:H2O (2:1; 4 mL) and degassed with N2 for 8 minutes. The reaction was stirred at 90° C. for 2 hours, and then worked up with EtOAc and 10% aqueous HCl. The residue was purified by silica... The reactants are [Na+].[I-] (NaI), C[Si](C)(C)Cl (TMSCl), CN(CCC1=C(C2=C(S1)C=CC=C2)C(C)(O)C2=CN=CS2)C (1-[2-(2-dimethylamino-ethyl)-benzo[b]thiophen-3-yl]-1-thiazol-5-yl-ethanol), CN(CCC1=C(C2=C(S1)C=CC=C2)C(C)(O)C2=CN=CS2)C (1-[2-(2-dimethylamino-ethyl)-benzo[b]thiophen-3-yl]-1-thiazol-5-yl-ethanol). Solvent: C(C)#N (acetonitrile), ClCCl (dichloromethane). Reaction conditions: time 15 minute. Product: CN(CCC1=C(C2=C(S1)C=CC=C2)C(C)C2=CN=CS2)C (dimethyl-{2-[3-(1-thiazol-5-yl-ethyl)-benzo[b]thiophen-2-yl]-ethyl}-amine). As a reaction SMILES: [Na+].[I-].C[Si](Cl)(C)C.[CH3:8][N:9]([CH3:29])[CH2:10][CH2:11][C:12]1[S:16][C:15]2[CH:17]=[CH:18][CH:19]=[CH:20][C:14]=2[C:13]=1[C:21]([C:24]1[S:28][CH:27]=[N:26][CH:25]=1)(O)[CH3:22]>C(#N)C.ClCCl>[CH3:29][N:9]([CH3:8])[CH2:10][CH2:11][C:12]1[S:16][C:15]2[CH:17]=[CH:18][CH:19]=[CH:20][C:14]=2[C:13]=1[CH:21]([C:24]1[S:28][CH:27]=[N:26][CH:25]=1)[CH3:22] |f:0.1|. Procedure: A mixture of NaI (24 mg, 0.16 mmol)) and TMSCl (20 uL, 0.16 mmol) in acetonitrile (0.5 mL) was stirred for 15 min at room temperature. A solution of 1-[2-(2-dimethylamino-ethyl)-benzo[b]thiophen-3-yl]-1-thiazol-5-yl-ethanol (Compound 17-1) (3 mg, 0.01 mmol) in dichloromethane (1.3 mL) was added and the reaction was stirred in a sealed vial at 100° C. for 3 hrs. The mixture was quenched with 1M Na2S2O3 until colorless and diluted NH4OH was added until pH ˜8. The product was extracted with EtOAc a... Reactants: ketone, [Al] (aluminum), mercuric chloride, O1C(OCCC1)C1=C(C=CC=C1)C(CC(C(F)(F)F)=O)(C)C (4-(2-[1,3]dioxan-2-ylphenyl)-1,1,1-trifluoro-4-methylpentan-2-one), C1(=CC=CC=C1)C1OCCCO1 (2-phenyl [1,3]dioxane), C(C#C)Br (Propargyl bromide), C(C#C)[Al] (propargyl aluminum). The solvent is C1CCOC1 (THF). Run at temperature 23 celsius, time 30 minute. The product is CC1(C2=C(C(OC(C1)(C(F)(F)F)CC#C)OCCCO)C=CC=C2)C (3-(5,5-dimethyl-3-prop-2-ynyl-3-trifluoromethyl-1,3,4,5-tetrahydrobenzo[c]oxepin-1-yloxy)propan-1-ol). RXN SMILES: [Al].[CH2:2](Br)[C:3]#[CH:4].[O:6]1[CH2:11][CH2:10][CH2:9][O:8][CH:7]1[C:12]1[CH:17]=[CH:16][CH:15]=[CH:14][C:13]=1[C:18]([CH3:27])([CH3:26])[CH2:19][C:20](=[O:25])[C:21]([F:24])([F:23])[F:22].C1(C2OCCCO2)C=CC=CC=1.C([Al])C#C>C1COCC1>[CH3:26][C:18]1([CH3:27])[CH2:19][C:20]([CH2:4][C:3]#[CH:2])([C:21]([F:23])([F:24])[F:22])[O:25][CH:7]([O:8][CH2:9][CH2:10][CH2:11][OH:6])[C:12]2[CH:17]=[CH:16][CH:15]=[CH:14][C:13]1=2 |^3:40|. Reported procedure: A flask was charged with aluminum (4.1 g of aluminum foil cut into 50 mg pieces, 152 mmol) and mercuric chloride (0.27 g, 1 mmol). The flask was sealed with a septum, flushed with argon, and anhydrous THF (300 mL) was added. Propargyl bromide (80% in toluene, 16.9 mL, 152 mmol) was added via syringe slowly and the resulting mixture was stirred for 30 minutes at 23° C. then warmed to 55° C.-60° C. and stirred an additional 2 hours. A second flask was charged with a 1:2 inseparable mixture of the ... RXN SMILES: [CH2:32]1[O:33][CH2:34][CH2:35][CH2:36]1.[CH3:37][CH2:38][OH:39].[Cl:1][c:2]1[c:3]([N:9]2[CH2:10][CH2:11][N:12]([CH2:15][CH2:16][CH2:17][CH:18]=[CH:19][c:20]3[cH:21][cH:22][c:23]4[cH:24][c:25]([CH3:31])[c:26](=[O:30])[nH:27][c:28]4[n:29]3)[CH2:13][CH2:14]2)[cH:4][cH:5][cH:6][c:7]1[Cl:8]>>[Cl:1][c:2]1[c:3]([N:9]2[CH2:10][CH2:11][N:12]([CH2:15][CH2:16][CH2:17][CH2:18][CH2:19][c:20]3[cH:21][cH:22][c:23]4[cH:24][c:25]([CH3:31])[c:26](=[O:30])[nH:27][c:28]4[n:29]3)[CH2:13][CH2:14]2)[cH:4][cH:5][cH:6][c:7]1[Cl:8]. Product: Cc1cc2ccc(CCCCCN3CCN(c4cccc(Cl)c4Cl)CC3)nc2[nH]c1=O. The reactants are C1CCOC1, CCO, Cc1cc2ccc(C=CCCCN3CCN(c4cccc(Cl)c4Cl)CC3)nc2[nH]c1=O. The reactants are COC(=O)C1CC(Oc2cccc(OCc3ccccc3)n2)CN1C(=O)OC(C)(C)C, CCO. The product is COC(=O)C1CC(Oc2cccc(O)n2)CN1C(=O)OC(C)(C)C. RXN SMILES: [CH2:1]([c:2]1[cH:3][cH:4][cH:5][cH:6][cH:7]1)[O:8][c:9]1[cH:10][cH:11][cH:12][c:13]([O:15][CH:16]2[CH2:17][CH:18]([C:28](=[O:29])[O:30][CH3:31])[N:19]([C:21](=[O:22])[O:23][C:24]([CH3:25])([CH3:26])[CH3:27])[CH2:20]2)[n:14]1.[CH3:32][CH2:33][OH:34]>>[OH:8][c:9]1[cH:10][cH:11][cH:12][c:13]([O:15][CH:16]2[CH2:17][CH:18]([C:28](=[O:29])[O:30][CH3:31])[N:19]([C:21](=[O:22])[O:23][C:24]([CH3:25])([CH3:26])[CH3:27])[CH2:20]2)[n:14]1. Starting materials: CC(C)(C)OC(=O)N1CCc2ccc(-n3nc(C(C)(C)C)cc3NC(=O)Nc3cccc(C#N)c3)cc2C1, CCOC(C)=O, CCOC(C)=O, CCOCC, Cl. Product: CC(C)(C)c1cc(NC(=O)Nc2cccc(C#N)c2)n(-c2ccc3c(c2)CNCC3)n1. RXN SMILES: [C:1]([CH3:2])([CH3:3])([CH3:4])[c:5]1[n:6][n:7](-[c:22]2[cH:23][cH:24][c:25]3[c:30]([cH:31]2)[CH2:29][N:28]([C:32]([O:33][C:34]([CH3:35])([CH3:36])[CH3:37])=[O:38])[CH2:27][CH2:26]3)[c:8]([NH:10][C:11](=[O:12])[NH:13][c:14]2[cH:15][c:16]([C:20]#[N:21])[cH:17][cH:18][cH:19]2)[cH:9]1.[CH3:40][CH2:41][O:42][C:43]([CH3:44])=[O:45].[CH3:46][CH2:47][O:48][C:49]([CH3:50])=[O:51].[CH3:52][CH2:53][O:54][CH2:55][CH3:56].[ClH:39]>>[C:1]([CH3:2])([CH3:3])([CH3:4])[c:5]1[n:6][n:7](-[c:22]2[cH:23][cH:24][c:25]3[c:30]([cH:31]2)[CH2:29][NH:28][CH2:27][CH2:26]3)[c:8]([NH:10][C:11](=[O:12])[NH:13][c:14]2[cH:15][c:16]([C:20]#[N:21])[cH:17][cH:18][cH:19]2)[cH:9]1. Reactants: C(C=C)C=1C=C(C=O)C=CC1O (3-allyl-4-hydroxy-benzaldehyde), CC1=C(N=C(O1)C1=CC=CC=C1)CCOS(=O)(=O)C (methanesulfonic acid 2-(5-methyl-2-phenyl-oxazol-4-yl)-ethyl ester). The product is C(C=C)C=1C=C(C=O)C=CC1OCCC=1N=C(OC1C)C1=CC=CC=C1 (3-allyl-4-[2-(5-methyl-2-phenyl-oxazol-4-yl)-ethoxy]-benzaldehyde). Reaction SMILES: [CH2:1]([C:4]1[CH:5]=[C:6]([CH:9]=[CH:10][C:11]=1[OH:12])[CH:7]=[O:8])[CH:2]=[CH2:3].[CH3:13][C:14]1[O:18][C:17]([C:19]2[CH:24]=[CH:23][CH:22]=[CH:21][CH:20]=2)=[N:16][C:15]=1[CH2:25][CH2:26]OS(C)(=O)=O>>[CH2:1]([C:4]1[CH:5]=[C:6]([CH:9]=[CH:10][C:11]=1[O:12][CH2:26][CH2:25][C:15]1[N:16]=[C:17]([C:19]2[CH:24]=[CH:23][CH:22]=[CH:21][CH:20]=2)[O:18][C:14]=1[CH3:13])[CH:7]=[O:8])[CH:2]=[CH2:3]. Procedure details: In analogy to the procedures described in examples 114 b], c] and d], 3-allyl-4-hydroxy-benzaldehyde was reacted with methanesulfonic acid 2-(5-methyl-2-phenyl-oxazol-4-yl)-ethyl ester [PCT Int. Appl. (2000) WO0008002] to give 3-allyl-4-[2-(5-methyl-2-phenyl-oxazol-4-yl)-ethoxy]-benzaldehyde. Treatment of 3-allyl-4-[2-(5-methyl-2-phenyl-oxazol-4-yl)-ethoxy]-benzaldehyde with (benzyloxycarbonyl-ethoxy-methyl)-triphenyl-phosphonium chloride (prepared in analogy to the procedure described for the s...